Dataset: the Open Reaction Database (ORD), a public repository of structured organic reaction records. Task: describe an organic reaction: reactants, conditions, products, and yield The reactants are BrC=1C=C(C=CC1)C(CCNC(C(F)(F)F)=O)=O (N-(3-(3-Bromophenyl)-3-oxopropyl)-2,2,2-trifluoroacetamide), C(#C)C(CCC)(CCC)O (4-ethynylheptan-4-ol). Conditions: time 3 hour. Yields the product NCCC(=O)C1=CC(=CC=C1)C#CC(CCC)(CCC)O (3-amino-1-(3-(3-hydroxy-3-propylhex-1-ynyl)phenyl)propan-1-one). Reaction SMILES: Br[C:2]1[CH:3]=[C:4]([C:8](=[O:18])[CH2:9][CH2:10][NH:11]C(=O)C(F)(F)F)[CH:5]=[CH:6][CH:7]=1.[C:19]([C:21]([OH:28])([CH2:25][CH2:26][CH3:27])[CH2:22][CH2:23][CH3:24])#[CH:20]>>[NH2:11][CH2:10][CH2:9][C:8]([C:4]1[CH:5]=[CH:6][CH:7]=[C:2]([C:20]#[C:19][C:21]([OH:28])([CH2:25][CH2:26][CH3:27])[CH2:22][CH2:23][CH3:24])[CH:3]=1)=[O:18]. Procedure details: N-(3-(3-Bromophenyl)-3-oxopropyl)-2,2,2-trifluoroacetamide (63) was coupled with alkynol 20 following the procedure described in Example 18 except that the reaction was run at 80° C. for 3 h to give 3-amino-1-(3-(3-hydroxy-3-propylhex-1-ynyl)phenyl)propan-1-one as a dark amber oil after purification by flash chromatography (20% EtOAc in hexanes). Yield (28.1 g, 99.6%). 1H NMR (400 MHz, DMSO-d6) δ 9.40 (br. t, 1H), 7.84-7.92 (m, 2H), 7.58-7.63 (m, 1H), 7.50 (t, J=7.6 Hz, 1H), 5.19 (s, 1H), 3.51 (...